describe an organic reaction: reactants, conditions, products, and yield From a dataset of the Open Reaction Database (ORD), a public repository of structured organic reaction records. The reactants are C1CCOC1, C[Si](C)(C)[N-][Si](C)(C)C, O=Cc1c(Cl)ncnc1Cl, COC(=O)CP(=O)(OCC(F)(F)F)OCC(F)(F)F, [K+]. Product: COC(=O)C=Cc1c(Cl)ncnc1Cl. Reaction SMILES: [CH2:40]1[O:41][CH2:42][CH2:43][CH2:44]1.[CH3:21][Si:22]([N-:23][Si:24]([CH3:25])([CH3:26])[CH3:27])([CH3:28])[CH3:29].[Cl:30][c:31]1[n:32][cH:33][n:34][c:35]([Cl:39])[c:36]1[CH:37]=[O:38].[F:1][C:2]([F:3])([F:4])[CH2:5][O:6][P:7]([O:8][CH2:9][C:10]([F:11])([F:12])[F:18])([CH2:13][C:14](=[O:15])[O:16][CH3:17])=[O:19].[K+:20]>>[CH:13]([C:14](=[O:15])[O:16][CH3:17])=[CH:37][c:36]1[c:31]([Cl:30])[n:32][cH:33][n:34][c:35]1[Cl:39]. The reactants are O=C(Br)CBr, ClCCl, NCCCCCCO. Product: O=C(CBr)NCCCCCCO. RXN SMILES: [Br:9][CH2:10][C:11](=[O:12])[Br:13].[Cl:14][CH2:15][Cl:16].[NH2:1][CH2:2][CH2:3][CH2:4][CH2:5][CH2:6][CH2:7][OH:8]>>[NH:1]([CH2:2][CH2:3][CH2:4][CH2:5][CH2:6][CH2:7][OH:8])[C:11]([CH2:10][Br:9])=[O:12]. Starting materials: ClC1=CC2=C(OC3=C(CN2C(=O)Cl)C=CC=C3)C=C1 (8-chlorodibenz[b,f][1,4]-oxazepine-10(11H)-carbonyl chloride), N1(CCNCC1)C(=O)OC(C)(C)C (1,1-dimethylethyl 1-piperazinecarboxylate). The product is ClC1=CC2=C(OC3=C(CN2C(=O)N2CCN(CC2)C(=O)OC(C)(C)C)C=CC=C3)C=C1 (1,1-dimethylethyl 4-[(8-chlorodibenz[b,f][1,4]oxazepin-10(11H)-yl)carbonyl]-1-piperazinecarboxylate). Isolated yield 76.9%. As a reaction SMILES: [Cl:1][C:2]1[CH:19]=[CH:18][C:5]2[O:6][C:7]3[CH:17]=[CH:16][CH:15]=[CH:14][C:8]=3[CH2:9][N:10]([C:11](Cl)=[O:12])[C:4]=2[CH:3]=1.[N:20]1([C:26]([O:28][C:29]([CH3:32])([CH3:31])[CH3:30])=[O:27])[CH2:25][CH2:24][NH:23][CH2:22][CH2:21]1>>[Cl:1][C:2]1[CH:19]=[CH:18][C:5]2[O:6][C:7]3[CH:17]=[CH:16][CH:15]=[CH:14][C:8]=3[CH2:9][N:10]([C:11]([N:23]3[CH2:22][CH2:21][N:20]([C:26]([O:28][C:29]([CH3:32])([CH3:31])[CH3:30])=[O:27])[CH2:25][CH2:24]3)=[O:12])[C:4]=2[CH:3]=1. Reported procedure: The title compound of Example 2 (1.0 g, 3.4 mmol) was combined with 1,1-dimethylethyl 1-piperazinecarboxylate (0.44 g, 3.4 mmol) and the reaction was carried out by the method of Example 3. Following chromatographic purification, 1.16 g of the title product was obtained as a white solid. As a reaction SMILES: [NH2:1][C@H:2]([C:10]([OH:12])=[O:11])[CH2:3][C:4]1[CH:9]=[CH:8][CH:7]=[CH:6][CH:5]=1.[CH2:13]=O>Cl>[CH2:13]1[C:9]2[C:4](=[CH:5][CH:6]=[CH:7][CH:8]=2)[CH2:3][CH:2]([C:10]([OH:12])=[O:11])[NH:1]1. Starting materials: N[C@@H](CC1=CC=CC=C1)C(=O)O (phenylalanine), C=O (formaldehyde). Procedure details: A mixture of phenylalanine (40 g), formaldehyde (37% w/v in water, 91 ml) and concentrated hydrochloric acid (310 ml) was stirred and heated to reflux for 4 hours and then stored at ambient temperature for 16 hours. The precipitate was filtered off, washed with cold water and with acetone to give 1,2,3,4-tetrahydroisoquinoline-3-carboxylic acid (11 g). Conditions: time 16 hour. The product is C1NC(CC2=CC=CC=C12)C(=O)O (1,2,3,4-tetrahydroisoquinoline-3-carboxylic acid). The solvent is Cl (hydrochloric acid).